From a dataset of the Open Reaction Database (ORD), a public repository of structured organic reaction records. describe an organic reaction: reactants, conditions, products, and yield Reactants: CON1CCC(CC1)O (1-methoxy-piperidin-4-ol), C1(=CC=CC=C1)P(C1=CC=CC=C1)C1=CC=CC=C1 (triphenylphosphine), N(=NC(=O)OC(C)C)C(=O)OC(C)C (diisopropyl azodicarboxylate), COC(=O)C1(CCN(CC1)OC)N(C(CC1=C(C=C(C=C1C)C)C)=O)O (4-{Hydroxy-[2-(2,4,6-trimethyl-phenyl)-acetyl]-amino}-1-methoxy-piperidine-4-carboxylic acid methyl ester). The solvent is C1CCOC1 (THF), C1CCOC1 (THF). Run at temperature 0 celsius, time 30 minute. Product: COC(=O)C1(CCN(CC1)OC)N(C(CC1=C(C=C(C=C1C)C)C)=O)OC1CCN(CC1)OC (1-methoxy-4-{(1-methoxy-piperidin-4-yloxy)-[2-(2,4,6-trimethyl-phenyl)-acetyl]-amino}-piperidine-4-carboxylic acid methyl ester). RXN SMILES: C1(P(C2C=CC=CC=2)C2C=CC=CC=2)C=CC=CC=1.N(C(OC(C)C)=O)=NC(OC(C)C)=O.[CH3:34][O:35][C:36]([C:38]1([N:46]([OH:59])[C:47](=[O:58])[CH2:48][C:49]2[C:54]([CH3:55])=[CH:53][C:52]([CH3:56])=[CH:51][C:50]=2[CH3:57])[CH2:43][CH2:42][N:41]([O:44][CH3:45])[CH2:40][CH2:39]1)=[O:37].[CH3:60][O:61][N:62]1[CH2:67][CH2:66][CH:65](O)[CH2:64][CH2:63]1>C1COCC1>[CH3:34][O:35][C:36]([C:38]1([N:46]([O:59][CH:65]2[CH2:66][CH2:67][N:62]([O:61][CH3:60])[CH2:63][CH2:64]2)[C:47](=[O:58])[CH2:48][C:49]2[C:50]([CH3:57])=[CH:51][C:52]([CH3:56])=[CH:53][C:54]=2[CH3:55])[CH2:39][CH2:40][N:41]([O:44][CH3:45])[CH2:42][CH2:43]1)=[O:37]. Procedure: To a solution of triphenylphosphine (1.11 g, 4.23 mmol) in THF (20 ml) at 0° C. was added diisopropyl azodicarboxylate (0.83 ml, 0.85 g, 4.24 mmol) dropwise and the resulting precipitate was stirred at 0° C. for 30 minutes. 4-{Hydroxy-[2-(2,4,6-trimethyl-phenyl)-acetyl]-amino}-1-methoxy-piperidine-4-carboxylic acid methyl ester (compound P3ii.3 obtained in analogy to preparation example 11, step 4) (1.3 g, 3.57 mmol) was further added in one portion, followed by a solution of 1-methoxy-piperidin... RXN SMILES: [C:1]([C:9]1[C:10]([NH:21][CH3:22])=[C:11]([CH:15](SC)[C:16]([NH2:18])=[O:17])[CH:12]=[CH:13][CH:14]=1)(=[O:8])[C:2]1[CH:7]=[CH:6][CH:5]=[CH:4][CH:3]=1.NC1C(C(=O)C2C=CC=CC=2)=CC=CC=1C(SC)C(N)=O>>[C:1]([C:9]1[C:10]([NH:21][CH3:22])=[C:11]([CH2:15][C:16]([NH2:18])=[O:17])[CH:12]=[CH:13][CH:14]=1)(=[O:8])[C:2]1[CH:3]=[CH:4][CH:5]=[CH:6][CH:7]=1. The product is C(C1=CC=CC=C1)(=O)C=1C(=C(C=CC1)CC(=O)N)NC (3-Benzoyl-2-(N-methylamino)-phenylacetamide). Reported procedure: When in the procedure of Example 2, 3-benzoyl-2-(N-methylamino)-α-(methylthio)phenylacetamide is substituted for 2-amino-3-benzoyl-α-(methylthio)phenylacetamide, the title compound is obtained. Reactants: C(C1=CC=CC=C1)(=O)C=1C(=C(C=CC1)C(C(=O)N)SC)NC (3-benzoyl-2-(N-methylamino)-α-(methylthio)phenylacetamide), NC1=C(C=CC=C1C(C1=CC=CC=C1)=O)C(C(=O)N)SC (2-amino-3-benzoyl-α-(methylthio)phenylacetamide).